Dataset: the Open Reaction Database (ORD), a public repository of structured organic reaction records. Task: describe an organic reaction: reactants, conditions, products, and yield The reactants are ice water, ClC1=C(C=CC=C1)C1=NCC=2N(C3=C1C=C(S3)CC)C(=NN2)C2CCCCC2 (4-(2-Chlorophenyl)-9-cyclohexyl-2-ethyl-6H-thieno[3,2-f][1,2,4]triazolo[4,3-a][1,4]diazepine), [H-].[Na+] (sodium hydride), C(OCC)(OCC)=O (diethyl carbonate), [N+](=O)([O-])C1=C(C=CC(=C1)[N+](=O)[O-])ON (O-(2,4-dinitrophenyl)-hydroxylamine). Run at temperature 20 celsius, time 2 hour. Product: C(C)OC(=O)C1(C=2N(C3=C(C(=N1)C1=C(C=CC=C1)Cl)C=C(S3)CC)C(=NN2)C2CCCCC2)N (ethyl(6-amino-4-(2-chlorophenyl)-9-cyclohexyl-2-ethyl-6H-thieno[3,2-f][1,2,4]triazolo[4,3-a][1,4]diazepin-6-yl)carboxylate). As a reaction SMILES: [Cl:1][C:2]1[CH:7]=[CH:6][CH:5]=[CH:4][C:3]=1[C:8]1[C:14]2[CH:15]=[C:16]([CH2:18][CH3:19])[S:17][C:13]=2[N:12]2[C:20]([CH:23]3[CH2:28][CH2:27][CH2:26][CH2:25][CH2:24]3)=[N:21][N:22]=[C:11]2[CH2:10][N:9]=1.[H-].[Na+].[N+:31](C1C=C([N+]([O-])=O)C=CC=1ON)([O-])=O.[C:45](=[O:52])(OCC)[O:46][CH2:47][CH3:48]>>[CH2:47]([O:46][C:45]([C:10]1([NH2:31])[N:9]=[C:8]([C:3]2[CH:4]=[CH:5][CH:6]=[CH:7][C:2]=2[Cl:1])[C:14]2[CH:15]=[C:16]([CH2:18][CH3:19])[S:17][C:13]=2[N:12]2[C:20]([CH:23]3[CH2:28][CH2:27][CH2:26][CH2:25][CH2:24]3)=[N:21][N:22]=[C:11]12)=[O:52])[CH3:48] |f:1.2|. Reported procedure: 4-(2-Chlorophenyl)-9-cyclohexyl-2-ethyl-6H-thieno[3,2-f][1,2,4]triazolo[4,3-a][1,4]diazepine (3.4 g) and sodium hydride (0.56 g) were added to diethyl carbonate (50 ml) and the mixture was heated. After refluxing for 1 hour, the reaction mixture was cooled to 20° C., and O-(2,4-dinitrophenyl)-hydroxylamine (2.1 g) was added thereto. The mixture was stirred for 2 hours. After the reaction, the reaction mixture was poured into ice water, and the diethyl carbonate layer was separated. The diethyl c... Starting materials: [OH-].[Na+] (sodium hydroxide), C(#N)C(C(=O)N)C1OC(C(=C1Cl)Cl)=O (2-Cyano-2-(3,4-dichloro-5-oxo-2,5-dihydrofuran-2-yl)acetamide), Cl.C(C)S(=O)(=O)C1=C(C=C(C=C1)F)CN (1-[2-(ethylsulfonyl)-5-fluorophenyl]methanamine hydrochloride), C([O-])([O-])=O.[K+].[K+] (potassium carbonate). Solvent: C(C)O (ethanol). Yields the product Cl.ClC=1C=C(C(N(C1)CC1=C(C=CC(=C1)F)S(=O)(=O)CC)=N)C(=O)N (5-chloro-1-[2-(ethylsulfonyl)-5-fluorobenzyl]-2-imino-1,2-dihydropyridine-3-carboxamide hydrochloride). Yield: 50.9%. Reaction SMILES: [C:1]([CH:3]([CH:7]1[C:11]([Cl:12])=[C:10](Cl)C(=O)O1)[C:4]([NH2:6])=[O:5])#[N:2].Cl.[CH2:16]([S:18]([C:21]1[CH:26]=[CH:25][C:24]([F:27])=[CH:23][C:22]=1[CH2:28][NH2:29])(=[O:20])=[O:19])[CH3:17].C(=O)([O-])[O-].[K+].[K+].[OH-].[Na+]>C(O)C>[ClH:12].[Cl:12][C:11]1[CH:7]=[C:3]([C:4]([NH2:6])=[O:5])[C:1](=[NH:2])[N:29]([CH2:28][C:22]2[CH:23]=[C:24]([F:27])[CH:25]=[CH:26][C:21]=2[S:18]([CH2:16][CH3:17])(=[O:20])=[O:19])[CH:10]=1 |f:1.2,3.4.5,6.7,9.10|. Procedure details: (Step 4) 2-Cyano-2-(3,4-dichloro-5-oxo-2,5-dihydrofuran-2-yl)acetamide (0.43 g), 1-[2-(ethylsulfonyl)-5-fluorophenyl]methanamine hydrochloride obtained in Step 3 (0.55 g) and potassium carbonate (0.75 g) were stirred in ethanol (15 ml) at 85° C. for 16 hr. The reaction mixture was treated with 1N sodium hydroxide solution, and extracted with ethyl acetate. The organic layer was washed with saturated brine, and dried over magnesium sulfate. The solvent was evaporated under reduced pressure. The r... Starting materials: OC1=CC(=NN1)C(=O)OCC (ethyl 5-hydroxy-1H-pyrazole-3-carboxylate), C([O-])([O-])=O.[K+].[K+] (potassium carbonate), BrCCCBr (1,3-dibromopropane). Solvent: C(C)#N (acetonitrile). Product: N1=C(C=C2OCCCN21)C(=O)OCC (ethyl 6,7-dihydro-5H-pyrazolo[5,1-b][1,3]oxazine-2-carboxylate). Isolated yield 61.6%. Reaction SMILES: [OH:1][C:2]1[NH:6][N:5]=[C:4]([C:7]([O:9][CH2:10][CH3:11])=[O:8])[CH:3]=1.C(=O)([O-])[O-].[K+].[K+].Br[CH2:19][CH2:20][CH2:21]Br>C(#N)C>[N:5]1[N:6]2[C:2]([O:1][CH2:19][CH2:20][CH2:21]2)=[CH:3][C:4]=1[C:7]([O:9][CH2:10][CH3:11])=[O:8] |f:1.2.3|. Procedure details: To the stirred suspension of ethyl 5-hydroxy-1H-pyrazole-3-carboxylate (10.34 g, 0.66 mol) and 36.62 g of potassium carbonate in 500 ml of acetonitrile was added 14.7 g of 1,3-dibromopropane, and refluxed for 16 hours. The reaction mixture was allowed to cool to room temperature, then filtered, the solid was washed with acetonitrile. The filtrate was concentrated to an oil. The residue was dissolved in ethyl acetate and extracted with water. The organic phase was dried over MgSO4 and evaporated ...